Task: describe an organic reaction: reactants, conditions, products, and yield. Dataset: the Open Reaction Database (ORD), a public repository of structured organic reaction records The reactants are CCOC(C)=O, CCN(C(C)C)C(C)C, Cc1nc(C2CCNCC2)sc1COc1ccc(C#N)c(Cl)c1, O=S(=O)(OCC(F)(F)F)C(F)(F)F, C1CCOC1. Product: Cc1nc(C2CCN(CC(F)(F)F)CC2)sc1COc1ccc(C#N)c(Cl)c1. Reaction SMILES: [CH3:46][CH2:47][O:48][C:49](=[O:50])[CH3:51].[CH:24]([N:25]([CH2:26][CH3:27])[CH:28]([CH3:29])[CH3:30])([CH3:31])[CH3:32].[Cl:1][c:2]1[c:3]([C:4]#[N:5])[cH:6][cH:7][c:8]([O:10][CH2:11][c:12]2[c:13]([CH3:23])[n:14][c:15]([CH:17]3[CH2:18][CH2:19][NH:20][CH2:21][CH2:22]3)[s:16]2)[cH:9]1.[F:33][C:34]([CH2:35][O:36][S:37]([C:38]([F:39])([F:40])[F:41])(=[O:42])=[O:43])([F:44])[F:45].[O:52]1[CH2:53][CH2:54][CH2:55][CH2:56]1>>[Cl:1][c:2]1[c:3]([C:4]#[N:5])[cH:6][cH:7][c:8]([O:10][CH2:11][c:12]2[c:13]([CH3:23])[n:14][c:15]([CH:17]3[CH2:18][CH2:19][N:20]([CH2:35][C:34]([F:33])([F:44])[F:45])[CH2:21][CH2:22]3)[s:16]2)[cH:9]1. Reactants: ClC1=C2C(=NC=C1C#N)C=CS2 (7-chlorothieno[3,2-b]pyridine-6-carbonitrile), C(C)(C)[N-]C(C)C.[Li+] (lithium diisopropylamide), CCCCCCC.O1CCCC1.C(C)C1=CC=CC=C1 (heptane tetrahydrofuran ethylbenzene), CN(C=O)C (N,N-dimethylformamide). Solvent: O1CCCC1 (tetrahydrofuran), ClCCl (dichloromethane), O (Water). Conditions: time 40 minute. Product: ClC1=C2C(=NC=C1C#N)C=C(S2)C=O (7-chloro-2-formylthieno[3,2-b]pyridine-6-carbonitrile). Yield: 27.0%. RXN SMILES: [Cl:1][C:2]1[C:7]([C:8]#[N:9])=[CH:6][N:5]=[C:4]2[CH:10]=[CH:11][S:12][C:3]=12.C([N-]C(C)C)(C)C.[Li+].CCCCCCC.[O:28]1CCC[CH2:29]1.C(C1C=CC=CC=1)C.CN(C)C=O>O1CCCC1.O.ClCCl>[Cl:1][C:2]1[C:7]([C:8]#[N:9])=[CH:6][N:5]=[C:4]2[CH:10]=[C:11]([CH:29]=[O:28])[S:12][C:3]=12 |f:1.2,3.4.5|. Procedure: To a solution of 7-chlorothieno[3,2-b]pyridine-6-carbonitrile (200 mg, 1.03 mmol) in 6 mL of tetrahydrofuran at −78° C. is added dropwise 2.0 M lithium diisopropylamide in heptane/tetrahydrofuran/ethylbenzene (0.645 mL, 1.29 mmol). After stirring for 40 minutes, N,N-dimethylformamide (99 mg, 1.35 mmol) is added dropwise over 5 minutes. The reaction mixture is stirred at −78° C. for 4 hours, then dichloromethane is added and the reaction mixture is allowed to warm to room temperature. Water is ad... Reactants: C(C1=CC=CC=C1)N1C(CCC1)CN1C=C(C=2C1=NC=CC2)S(=O)(=O)C2=CC(=CC=C2)Cl (1-[(1-benzyl-pyrrolidin-2-yl)methyl]-3-(3-chlorophenyl-sulfonyl)-1H-pyrrolo[2,3-b]pyridine), ClC(C)OC(=O)Cl (1-chloroethylchloroformate). Solvent: ClCCCl (1,2-dichloroethane). Product: ClC=1C=C(C=CC1)S(=O)(=O)C1=CN(C2=NC=CC=C21)CC2NCCC2 (3-(3-Chlorophenylsulfonyl)-1-(pyrrolidin-2-ylmethyl)-1H-pyrrolo[2,3-b]pyridine). Isolated yield 68.0%. RXN SMILES: C([N:8]1[CH2:12][CH2:11][CH2:10][CH:9]1[CH2:13][N:14]1[C:18]2=[N:19][CH:20]=[CH:21][CH:22]=[C:17]2[C:16]([S:23]([C:26]2[CH:31]=[CH:30][CH:29]=[C:28]([Cl:32])[CH:27]=2)(=[O:25])=[O:24])=[CH:15]1)C1C=CC=CC=1.ClC(OC(Cl)=O)C>ClCCCl>[Cl:32][C:28]1[CH:27]=[C:26]([S:23]([C:16]2[C:17]3[C:18](=[N:19][CH:20]=[CH:21][CH:22]=3)[N:14]([CH2:13][CH:9]3[CH2:10][CH2:11][CH2:12][NH:8]3)[CH:15]=2)(=[O:25])=[O:24])[CH:31]=[CH:30][CH:29]=1. Procedure: A stirred solution of 1-[(1-benzyl-pyrrolidin-2-yl)methyl]-3-(3-chlorophenyl-sulfonyl)-1H-pyrrolo[2,3-b]pyridine (0.812 g, 1.74 mmol) in 1,2-dichloroethane under a nitrogen atmosphere is treated with 1-chloroethylchloroformate (0.47 mL, 4.35 mmol); heated at reflux temperature until the disappearance of starting material by thin layer chromatography (3 h), cooled and concentrated in vacuo. The resultant residue is dissolved in CH2Cl2 and re-evaporated twice. This residue is dissolved in ethanol,... The reactants are CC#N, COC(=O)C(F)F, NCCO. Yields the product O=C(NCCO)C(F)F. As a reaction SMILES: [CH3:12][C:13]#[N:14].[F:1][CH:2]([C:3](=[O:4])[O:5][CH3:6])[F:7].[NH2:8][CH2:9][CH2:10][OH:11]>>[F:1][CH:2]([C:3](=[O:4])[NH:8][CH2:9][CH2:10][OH:11])[F:7]. Reactants: CCN1C=C(C(=O)C2=C1N=C(C=C2)C)C(=O)O (Nalidixic acid), NCCC1=CC=NC=C1 (4-(2-Aminoethyl)pyridine), ClCCl (dichloromethane), C(=C)(C)OC(=O)Cl (isopropenylchloro-formate). The solvent is C(C)N(CC)CC (Triethylamine). Run at temperature 0 celsius, time 90 minute. Yields the product C(C)N1C=C(C(C2=CC=C(N=C12)C)=O)C(=O)NCCC1=CC=NC=C1 (1-Ethyl-1,4-dihydro-7-methyl-N-(2-(4-pyridyl)ethyl)-1,8-napthyridin-4-one-3-carboxamide). RXN SMILES: [CH3:1][CH2:2][N:3]1[C:9]2[N:10]=[C:11]([CH3:14])[CH:12]=[CH:13][C:8]=2[C:6](=[O:7])[C:5]([C:15]([OH:17])=O)=[CH:4]1.ClCCl.C(OC(Cl)=O)(C)=C.[NH2:28][CH2:29][CH2:30][C:31]1[CH:36]=[CH:35][N:34]=[CH:33][CH:32]=1>C(N(CC)CC)C>[CH2:2]([N:3]1[C:9]2[C:8](=[CH:13][CH:12]=[C:11]([CH3:14])[N:10]=2)[C:6](=[O:7])[C:5]([C:15]([NH:28][CH2:29][CH2:30][C:31]2[CH:36]=[CH:35][N:34]=[CH:33][CH:32]=2)=[O:17])=[CH:4]1)[CH3:1]. Reported procedure: Nalidixic acid (0.45 g) and dichloromethane (20 ml) were combined and cooled to 0° C. under nitrogen. Triethylamine (0.3 ml) was then added, followed by isopropenylchloro-formate (0.24 ml) and the whole stirred for 90 minutes. 4-(2-Aminoethyl)pyridine (0.26 ml) was then added and stirring continued for 20 h, after which time the reaction was concentrated onto silica and purified by flash chromatography to give the title compound as an off white solid. The reactants are C(C)(=O)C1=CC=2C(N(CCSC2S1)CCCCN1CCN(CC1)C1=NC=CC=N1)=O (7-acetyl-2,3-dihydro-4-[4-(4-(2-pyrimidinyl)-1-piperazinyl)butyl]thieno[3,2-f]-1,4-thiazepin-5(4H)-one), OO (hydrogen peroxide), S(=O)(O)[O-].[Na+] (sodium hydrogen sulfite). The solvent is C(C)(=O)O (acetic acid). Reaction conditions: time 20 hour. Product: C(C)(=O)C1=CC=2C(N(CCS(C2S1)=O)CCCCN1CCN(CC1)C1=NC=CC=N1)=O (7-acetyl-2,3-dihydro-4-[4-(4-(2-pyrimidinyl)-1-piperazinyl)butyl]thieno[3,2-f]-1,4-thiazepin-5(4H)-one 1-oxide). Reaction SMILES: [C:1]([C:4]1[S:13][C:12]2[S:11][CH2:10][CH2:9][N:8]([CH2:14][CH2:15][CH2:16][CH2:17][N:18]3[CH2:23][CH2:22][N:21]([C:24]4[N:29]=[CH:28][CH:27]=[CH:26][N:25]=4)[CH2:20][CH2:19]3)[C:7](=[O:30])[C:6]=2[CH:5]=1)(=[O:3])[CH3:2].OO.S([O-])(O)=[O:34].[Na+]>C(O)(=O)C>[C:1]([C:4]1[S:13][C:12]2[S:11](=[O:34])[CH2:10][CH2:9][N:8]([CH2:14][CH2:15][CH2:16][CH2:17][N:18]3[CH2:19][CH2:20][N:21]([C:24]4[N:25]=[CH:26][CH:27]=[CH:28][N:29]=4)[CH2:22][CH2:23]3)[C:7](=[O:30])[C:6]=2[CH:5]=1)(=[O:3])[CH3:2] |f:2.3|. Procedure: To a solution of 2.0 g of 7-acetyl-2,3-dihydro-4-[4-(4-(2-pyrimidinyl)-1-piperazinyl)butyl]thieno[3,2-f]-1,4-thiazepin-5(4H)-one in 20 ml of acetic acid was added to 1.0 g of 30% hydrogen peroxide and the mixture was stirred for 20 hours at room temperature. Then, the mixture was poured into ca. 3% aqueous sodium hydrogen sulfite solution and extracted with chloroform. The extract was washed with water, dried over magnesium sulfate and the solvent was distilled off. The resulting crude crystals ... Reactants: C[S-].[Na+] (Sodium thiomethoxide), aqueous solution, [N+](=O)([O-])C1=C(C#N)C=CC(=C1)C(F)(F)F (2-nitro-4-trifluoromethylbenzonitrile). Run in CC(=O)C (acetone). Conditions: temperature 25 celsius, time 1 hour. Product: CSC1=C(C#N)C=CC(=C1)C(F)(F)F (2-methylthio-4-trifluoromethylbenzonitrile). The yield is 97.0%. RXN SMILES: [CH3:1][S-:2].[Na+].[N+]([C:7]1[CH:14]=[C:13]([C:15]([F:18])([F:17])[F:16])[CH:12]=[CH:11][C:8]=1[C:9]#[N:10])([O-])=O>CC(C)=O>[CH3:1][S:2][C:7]1[CH:14]=[C:13]([C:15]([F:18])([F:17])[F:16])[CH:12]=[CH:11][C:8]=1[C:9]#[N:10] |f:0.1|. Procedure: Sodium thiomethoxide (366 g of a 21% aqueous solution, 1.1M) was added during 3 hours to a solution of 2-nitro-4-trifluoromethylbenzonitrile (220.5 g, 1.0M) in acetone (340 g) with stirring at 20-30° C. Stirring was continued for a further 1 hour and the two liquid phases separated. The upper layer (a solution of the product in acetone) was kept at 20° C. when 2-methylthio-4-trifluoromethylbenzonitrile crystallised (213 g), m.p.82° C. The yield was 97%, with product purity >96%. Starting materials: C(#N)CNC1=CC=CC=C1 (N-cyanomethylaniline), C(C)(C)(C)C(=O)NC=1C=C(C=CC1)OC(=O)Cl (chloroformic acid-[3-(tert.-butylcarbonylamino)-phenyl]-ester), CN(C1=CC=CC=C1)C (N,N dimethylaniline). Procedure: Into a solution of 13.2 g N-cyanomethylaniline in 150 ml acetonitrile is added 25.57 g chloroformic acid-[3-(tert.-butylcarbonylamino)-phenyl]-ester, then with further stirring 12.1 g N,N dimethylaniline is added dropwise and the mixture heated for an additional 15 minutes to boiling. The mixture is stirred after cooling in 1 l ice water, the substance which separates out is taken up and after drying in vacuum is recrystallized from a little acetonitrile. As a reaction SMILES: [C:1]([CH2:3][NH:4][C:5]1[CH:10]=[CH:9][CH:8]=[CH:7][CH:6]=1)#[N:2].[C:11]([C:15]([NH:17][C:18]1[CH:19]=[C:20]([O:24][C:25](Cl)=[O:26])[CH:21]=[CH:22][CH:23]=1)=[O:16])([CH3:14])([CH3:13])[CH3:12].CN(C)C1C=CC=CC=1>C(#N)C>[C:11]([C:15]([NH:17][C:18]1[CH:19]=[C:20]([O:24][C:25](=[O:26])[N:4]([CH2:3][C:1]#[N:2])[C:5]2[CH:10]=[CH:9][CH:8]=[CH:7][CH:6]=2)[CH:21]=[CH:22][CH:23]=1)=[O:16])([CH3:14])([CH3:12])[CH3:13]. Solvent: ice water, C(C)#N (acetonitrile). Product: C(C)(C)(C)C(=O)NC=1C=C(C=CC1)OC(N(C1=CC=CC=C1)CC#N)=O (N-cyanomethylcarbanilic acid-[3-(tert.-butylcarbonylamino)-phenyl]-ester). Starting materials: COC(C(=O)NC1=C(C(=O)O)C=C(C=C1)C)C1=CC=CC(=C1)OC (2-(2,5-dimethoxyphenylacetylamino)5-methylbenzoic acid), C(=O)N (formamide), C(C)O (ethanol). The solvent is CC(=O)C (acetone). Run at temperature 160 celsius. The product is COC1=C(C=C(C=C1)OC)CC1=NC2=CC=C(C=C2C(N1)=O)C (2-(2,5-dimethoxyphenylmethyl)-6-methyl-4(3H)-quinazolinone). Yield: 49.0%. Reaction SMILES: CO[CH:3]([C:17]1[CH:22]=[C:21]([O:23][CH3:24])[CH:20]=[CH:19][CH:18]=1)[C:4]([NH:6][C:7]1[CH:15]=[CH:14][C:13]([CH3:16])=[CH:12][C:8]=1[C:9]([OH:11])=O)=O.C([NH2:27])=O.[CH2:28]([OH:30])C>CC(C)=O>[CH3:28][O:30][C:18]1[CH:19]=[CH:20][C:21]([O:23][CH3:24])=[CH:22][C:17]=1[CH2:3][C:4]1[NH:27][C:9](=[O:11])[C:8]2[C:7](=[CH:15][CH:14]=[C:13]([CH3:16])[CH:12]=2)[N:6]=1. Procedure: A mixture of 3.15 g (9.6 mmol) of 2-(2,5-dimethoxyphenylacetylamino)5-methylbenzoic acid (m.p. 163° to 164.5° C.) obtainble by the same method as in Synthesis example 2 and 0.90 g (20ml) of formamide were heated at 160° C. for 3 hours. After cooling, the solidified residue was added to a mixed solution of ethanol (100 ml) and acetone (100 ml) and dissolved therein by heating. After cooling, the precipitated crystals were collected by filtration to obtain 1.45 g (yield 49 %) of 2-(2,5-dimethoxyph... Reactants: [Al+3], CCCCCCCC(=O)Cl, c1ccc2c(c1)Cc1ccccc1-2, CCOC(C)=O, [Cl-], [Cl-], [Cl-], Cl, S=C=S. The product is CCCCCCCC(=O)c1ccc2c(c1)Cc1ccccc1-2. RXN SMILES: [Al+3:15].[C:18]([CH2:19][CH2:20][CH2:21][CH2:22][CH2:23][CH2:24][CH3:25])(=[O:26])[Cl:27].[CH2:1]1[c:2]2[cH:3][cH:4][cH:5][cH:6][c:7]2-[c:8]2[cH:9][cH:10][cH:11][cH:12][c:13]21.[CH3:32][CH2:33][O:34][C:35](=[O:36])[CH3:37].[Cl-:14].[Cl-:16].[Cl-:17].[ClH:28].[S:29]=[C:30]=[S:31]>>[CH2:1]1[c:2]2[cH:3][c:4]([C:18]([CH2:19][CH2:20][CH2:21][CH2:22][CH2:23][CH2:24][CH3:25])=[O:26])[cH:5][cH:6][c:7]2-[c:8]2[cH:9][cH:10][cH:11][cH:12][c:13]21.